This data is from the Open Reaction Database (ORD), a public repository of structured organic reaction records. The task is: describe an organic reaction: reactants, conditions, products, and yield Starting materials: [Br-], CC(C)=O, [Li+], Cc1ccc(S(=O)(=O)OCCC2(C)OCCc3nc(-c4ccccc4)sc32)cc1. Product: CC1(CCBr)OCCc2nc(-c3ccccc3)sc21. Reaction SMILES: [Br-:31].[CH3:32][C:33](=[O:34])[CH3:35].[Li+:30].[c:1]1([CH3:2])[cH:3][cH:4][c:5]([S:6]([O:7][CH2:11][CH2:12][C:13]2([CH3:28])[O:14][CH2:15][CH2:16][c:17]3[n:18][c:19](-[c:22]4[cH:23][cH:24][cH:25][cH:26][cH:27]4)[s:20][c:21]32)(=[O:8])=[O:9])[cH:10][cH:29]1>>[CH2:11]([CH2:12][C:13]1([CH3:28])[O:14][CH2:15][CH2:16][c:17]2[n:18][c:19](-[c:22]3[cH:23][cH:24][cH:25][cH:26][cH:27]3)[s:20][c:21]21)[Br:31]. The reactants are O.O.O.[N+](=O)([O-])[O-].[Tl+] (thallium nitrate trihydrate), Cl(=O)(=O)(=O)O (perchloric acid), CO (methanol), FC(C1=CC(=CC=C1)OC1=CC=C(C=C1)C(C)=O)(F)F (4'-(α,α,α-trifluoro-m-tolyloxy)acetophenone). Run at time 8 hour. Yields the product FC(C1=CC(=CC=C1)OC1=CC=C(C=C1)CC(=O)OC)(F)F (Methyl [p-(α,α,α-trifluoro-m-tolyloxy)phenyl]acetate). RXN SMILES: Cl(O)(=O)(=O)=O.[OH2:6].[OH2:7].O.[N+]([O-])([O-])=O.[Tl+].[F:14][C:15]([F:33])([F:32])[C:16]1[CH:21]=[CH:20][CH:19]=[C:18]([O:22][C:23]2[CH:28]=[CH:27][C:26]([C:29](=O)[CH3:30])=[CH:25][CH:24]=2)[CH:17]=1.[CH3:34]O>>[F:14][C:15]([F:33])([F:32])[C:16]1[CH:21]=[CH:20][CH:19]=[C:18]([O:22][C:23]2[CH:28]=[CH:27][C:26]([CH2:29][C:30]([O:7][CH3:34])=[O:6])=[CH:25][CH:24]=2)[CH:17]=1 |f:1.2.3.4.5|. Procedure: A solution of 73.5 ml of 70% perchloric acid in 370 ml of methanol is cooled to 0° C and 73.76 g of thallium nitrate trihydrate followed by 42.25 g of 4'-(α,α,α-trifluoro-m-tolyloxy)acetophenone are added. The mixture is allowed to stir overnight while warming to room temperature. A white solid is rmoved by filtration and the filtrate is diluted with one liter of water. The resulting mixture is extracted with three 200 ml portions of chloroform. The combined organic extracts are washed with two ... Starting materials: 2, II (I2), C(CCCCCCCCCCCCCCCCC)[Mg]Br (n-C18H37MgBr), Grignard reagent, C(CCCCCCCCCCCCCCCCC)Br (n-C18H37Br), BrC1=CSC=C1 (3-bromothiphene), C(CCCCCCCCCCCCCCCCC)Br (n-C18H37Br), Mg, Mg, Mg, C(CCCCCCCCCCCCCCCCC)[Mg]Br (n-C18H37MgBr), BrC1=CSC=C1 (3-bromothiophene), C(CCCCCCCCCCCCCCCCC)Br (n-C18H37Br). The reagents and catalysts are [Ni](Cl)Cl.C1(=CC=CC=C1)P(CCCP(C1=CC=CC=C1)C1=CC=CC=C1)C1=CC=CC=C1 (1,3-Bis(diphenylphosphino)propane nickel (II) chloride), [Ni] (nickel), [Ni] (Ni). Run in CCOCC (Et2O), CCOCC (Et2O), CCOCC (Et2O), CCOCC (Et2O), CO (MeOH), CCOCC (Et2O), CCOCC (Et2O), CCOCC (Et2O), CCOCC (Et2O). Conditions: temperature 0 celsius. Product: C(CCCCCCCCCCCCCCCCC)C1=CSC=C1 (3-n-octadecylthiophene). Reaction SMILES: [CH2:1](Br)[CH2:2][CH2:3][CH2:4][CH2:5][CH2:6][CH2:7][CH2:8][CH2:9][CH2:10][CH2:11][CH2:12][CH2:13][CH2:14][CH2:15][CH2:16][CH2:17][CH3:18].II.Br[C:23]1[CH:27]=[CH:26][S:25][CH:24]=1.C([Mg]Br)CCCCCCCCCCCCCCCCC>CCOCC.[Ni].[Ni](Cl)Cl.C1(P(C2C=CC=CC=2)CCCP(C2C=CC=CC=2)C2C=CC=CC=2)C=CC=CC=1.CO>[CH2:1]([C:23]1[CH:27]=[CH:26][S:25][CH:24]=1)[CH2:2][CH2:3][CH2:4][CH2:5][CH2:6][CH2:7][CH2:8][CH2:9][CH2:10][CH2:11][CH2:12][CH2:13][CH2:14][CH2:15][CH2:16][CH2:17][CH3:18] |f:6.7|. Reported procedure: 3-n-octadecylthiophene was prepared as set forth in Kumda et al Bull. Chem Soc. Jpn. 1976, 49, 1958-1969 and Tetrahedron 1982, 38, 3347-3354. A dry 1000 mL 2 neck flask was charged with Mg ribbon (3.34 g, 137 mmol) under N2 followed by addition of ˜200 mL of anhydrous Et2O. The flask was cooled in an ice bath (0° C.). In a separate 500 mL flask 40 g (120 mmol) of n-C18H37Br was dissolved in ˜200 mL of anhydrous Et2O under N2. The Et2O solution of n-C18H37Br was slowly transfer into the flask con... Reactants: CCN1C(=O)OCCc2ccc(C(=O)OC(C)(C)C)cc21, ClCCl, O=C(O)C(F)(F)F. Product: CCN1C(=O)OCCc2ccc(C(=O)O)cc21. RXN SMILES: [C:1]([CH3:2])([CH3:3])([CH3:4])[O:5][C:6](=[O:7])[c:8]1[cH:9][c:10]2[c:11]([cH:20][cH:21]1)[CH2:12][CH2:13][O:14][C:15](=[O:19])[N:16]2[CH2:17][CH3:18].[Cl:29][CH2:30][Cl:31].[F:22][C:23]([F:24])([F:25])[C:26]([OH:27])=[O:28]>>[O:5]=[C:6]([OH:7])[c:8]1[cH:9][c:10]2[c:11]([cH:20][cH:21]1)[CH2:12][CH2:13][O:14][C:15](=[O:19])[N:16]2[CH2:17][CH3:18].